Dataset: the Open Reaction Database (ORD), a public repository of structured organic reaction records. Task: describe an organic reaction: reactants, conditions, products, and yield Reactants: N[C@@H](CCC(N)=O)C(=O)N1[C@H](C(=O)N[C@@H](CCC(O)=O)C(=O)N[C@@H](CC(N)=O)C(=O)O)CCC1 (Gln-Pro-Glu-Asn), C(C)(=O)Cl (acetyl choride), N1=CC=CC=C1 (pyridine). Run in O1CCCC1 (tetrahydrofuran). Reaction conditions: time 12 hour. Yields the product N([C@@H](CCC(N)=O)C(=O)N1[C@H](C(=O)N[C@@H](CCC(O)=O)C(=O)N[C@@H](CC(N)=O)C(=O)O)CCC1)C(=O)C (Ac-Gln-Pro-Glu-Asn). Reaction SMILES: [NH2:1][C@H:2]([C:8]([N:10]1[CH2:34][CH2:33][CH2:32][C@H:11]1[C:12]([NH:14][C@H:15]([C:21]([NH:23][C@H:24]([C:29]([OH:31])=[O:30])[CH2:25][C:26](=[O:28])[NH2:27])=[O:22])[CH2:16][CH2:17][C:18](=[O:20])[OH:19])=[O:13])=[O:9])[CH2:3][CH2:4][C:5](=[O:7])[NH2:6].[C:35](Cl)(=[O:37])[CH3:36].N1C=CC=CC=1>O1CCCC1>[NH:1]([C:35]([CH3:36])=[O:37])[C@H:2]([C:8]([N:10]1[CH2:34][CH2:33][CH2:32][C@H:11]1[C:12]([NH:14][C@H:15]([C:21]([NH:23][C@H:24]([C:29]([OH:31])=[O:30])[CH2:25][C:26](=[O:28])[NH2:27])=[O:22])[CH2:16][CH2:17][C:18](=[O:19])[OH:20])=[O:13])=[O:9])[CH2:3][CH2:4][C:5](=[O:7])[NH2:6]. Procedure: A mixture of 500 mg of Gln-Pro-Glu-Asn, 0.7 ml of acetyl choride, 0.5 ml of pyridine and 10 ml of tetrahydrofuran is kept at 20° for 12 hours. The mixture is evaporated, the residue is purified by means of TLC to yield Ac-Gln-Pro-Glu-Asn. Starting materials: NC1=NC=CC=N1 (2-aminopyrimidine), BrC1=C(C=CC=C1)OCCl (o-bromo-α-chloroanisole). Run in C=1(C(=CC=CC1)C)C (xylene), C=1(C(=CC=CC1)C)C (xylene). Reaction conditions: time 40 hour. Yields the product [Cl-].NC1=[N+](C=CC=N1)COC1=C(C=CC=C1)Br (2-Amino-1-[(o-bromophenoxy)methyl]pyrimidinium chloride). Yield: 100.8%. As a reaction SMILES: [NH2:1][C:2]1[N:7]=[CH:6][CH:5]=[CH:4][N:3]=1.[Br:8][C:9]1[CH:14]=[CH:13][CH:12]=[CH:11][C:10]=1[O:15][CH2:16][Cl:17]>C1(C)C(C)=CC=CC=1>[Cl-:17].[NH2:1][C:2]1[N:7]=[CH:6][CH:5]=[CH:4][N+:3]=1[CH2:16][O:15][C:10]1[CH:11]=[CH:12][CH:13]=[CH:14][C:9]=1[Br:8] |f:3.4|. Reported procedure: To a solution of 7.1 g of 2-aminopyrimidine in 35 ml of xylene is added, dropwise,, a solution of 11.1 g of o-bromo-α-chloroanisole in 45 ml of xylene. The mixture is warmed at 50° for 5 minutes and allowed to stir for 40 hours at room temperature. The solid is filtered and dried to give about 16.0 g of the product. This is recrystallized from 2-propanol to give about 14.0 g of the title product.